Dataset: the Open Reaction Database (ORD), a public repository of structured organic reaction records. Task: describe an organic reaction: reactants, conditions, products, and yield Reactants: CN(CCNS(=O)(=O)C1CCN(CC1)C(=O)OCC1=CC=CC=C1)C (benzyl 4-({[2-(dimethylamino)ethyl]amino}sulfonyl)-1-piperidinecarboxylate), ClC1=NC(=NC(=N1)N1CCOCC1)N1C(=NC2=C1C=CC=C2OC)C(F)F (1-[4-chloro-6-(4-morpholinyl)-1,3,5-triazin-2-yl]-2-(difluoromethyl)-4-methoxy-1H-benzimidazole), CCN(C(C)C)C(C)C (DIPEA). Reagents/catalysts: [Pd] (Pd on carbon). The solvent is CO (MeOH), C1CCOC1 (THF). Yields the product FC(C1=NC2=C(N1C1=NC(=NC(=N1)N1CCOCC1)N1CCC(CC1)S(=O)(=O)NCCN(C)C)C=CC=C2OC)F (1-[4-[2-(difluoromethyl)-4-methoxy-1H-benzimidazol-1-yl]-6-(4-morpholinyl)-1,3,5-triazin-2-yl]-N-[2-(dimethylamino)ethyl]-4-piperidinesulfonamide). Reaction SMILES: [CH3:1][N:2]([CH3:25])[CH2:3][CH2:4][NH:5][S:6]([CH:9]1[CH2:14][CH2:13][N:12]([C:15](OCC2C=CC=CC=2)=O)[CH2:11][CH2:10]1)(=[O:8])=[O:7].ClC1[N:32]=[C:31]([N:33]2[CH2:38][CH2:37][O:36][CH2:35][CH2:34]2)[N:30]=[C:29]([N:39]2[C:43]3[CH:44]=[CH:45][CH:46]=[C:47]([O:48][CH3:49])[C:42]=3[N:41]=[C:40]2[CH:50]([F:52])[F:51])[N:28]=1.CCN(C(C)C)C(C)C>CO.C1COCC1.[Pd]>[F:52][CH:50]([F:51])[C:40]1[N:39]([C:29]2[N:30]=[C:31]([N:33]3[CH2:34][CH2:35][O:36][CH2:37][CH2:38]3)[N:32]=[C:15]([N:12]3[CH2:11][CH2:10][CH:9]([S:6]([NH:5][CH2:4][CH2:3][N:2]([CH3:1])[CH3:25])(=[O:7])=[O:8])[CH2:14][CH2:13]3)[N:28]=2)[C:43]2[CH:44]=[CH:45][CH:46]=[C:47]([O:48][CH3:49])[C:42]=2[N:41]=1. Reported procedure: The above carbamate was hydrogenated over 5% Pd on carbon in MeOH. After removal of the solvent, the residue was combined with 0.48 g (1.2 mmol) 1-[4-chloro-6-(4-morpholinyl)-1,3,5-triazin-2-yl]-2-(difluoromethyl)-4-methoxy-1H-benzimidazole (Example 2) and 0.35 g (2.7 mmol) DIPEA in THF. The mixture was heated under reflux for 1 hr and the solvent was concentrated. After dilution with water, the resulting solid was collected and dried. Chromatography on alumina, eluting with EtOAc, gave 1-[4-[2-...